From a dataset of the Open Reaction Database (ORD), a public repository of structured organic reaction records. describe an organic reaction: reactants, conditions, products, and yield Starting materials: BrC=1C(=NN(C1)CCO)C1=CC=NC=C1 (2-(4-bromo-3-(pyridin-4-yl)-1H-pyrazol-1-yl)ethanol), C(C1=CC=CC=C1)O\N=C\1/CCC2=CC(=CC=C12)B(O)O ((E)-1-(benzyloxyimino)-2,3-dihydro-1H-inden-5-ylboronic acid), C(C1=CC=CC=C1)O\N=C\1/CCC2=CC(=CC=C12)B(O)O ((E)-1-(benzyloxyimino)-2,3-dihydro-1H-inden-5-ylboronic acid), C([O-])([O-])=O.[K+].[K+] (potassium carbonate). Solvent: C(C)#N (acetonitrile), O (water). Conditions: temperature 80 celsius, time 1 hour. Product: C(C1=CC=CC=C1)O\N=C\1/CCC2=CC(=CC=C12)C=1C(=NN(C1)CCO)C1=CC=NC=C1 ((E)-5-(1-(2-hydroxyethyl)-3-(pyridin-4-yl)-1H-pyrazol-4-yl)-2,3-dihydroinden-1-one O-benzyl oxime). Yield: 69.5%. RXN SMILES: Br[C:2]1[C:3]([C:10]2[CH:15]=[CH:14][N:13]=[CH:12][CH:11]=2)=[N:4][N:5]([CH2:7][CH2:8][OH:9])[CH:6]=1.[CH2:16]([O:23]/[N:24]=[C:25]1\[CH2:26][CH2:27][C:28]2[C:33]\1=[CH:32][CH:31]=[C:30](B(O)O)[CH:29]=2)[C:17]1[CH:22]=[CH:21][CH:20]=[CH:19][CH:18]=1.C(=O)([O-])[O-].[K+].[K+]>C(#N)C.O>[CH2:16]([O:23]/[N:24]=[C:25]1\[CH2:26][CH2:27][C:28]2[C:33]\1=[CH:32][CH:31]=[C:30]([C:2]1[C:3]([C:10]3[CH:15]=[CH:14][N:13]=[CH:12][CH:11]=3)=[N:4][N:5]([CH2:7][CH2:8][OH:9])[CH:6]=1)[CH:29]=2)[C:17]1[CH:18]=[CH:19][CH:20]=[CH:21][CH:22]=1 |f:2.3.4|. Procedure: To 2-(4-bromo-3-(pyridin-4-yl)-1H-pyrazol-1-yl)ethanol (100 mg; Example 4, step 3) in 7 mL acetonitrile and 3 mL water, was added 136 mg (E)-1-(benzyloxyimino)-2,3-dihydro-1H-inden-5-ylboronic acid (product of Example 2, Step 4), and 155 mg potassium carbonate. The mixture was purged with nitrogen and about 43 mg tetrakis(triphenyphosphine)palladium(0) catalyst was added. The mixture was heated at 80° C. After 1 hour, the reaction mixture was filtered through celite, the filter cake washed with ... Reactants: solution, CC[Mg+].[Br-] (EtMgBr), [Si](C)(C)(C(C)(C)C)OCC(C(=O)N(C)OC)NC(OC(C)(C)C)=O (Tert-butyl 3-(tert-butyldimethylsilyloxy)-1 (methoxy(methyl)amino)-1-oxopropan-2-ylcarbamate). Run in C1CCOC1 (THF), C1CCOC1 (THF). Reaction conditions: temperature 0 celsius, time 30 minute. Yields the product [Si](C)(C)(C(C)(C)C)OCC(C(CC)=O)NC(OC(C)(C)C)=O (Tert-butyl 1-(tert-butyldimethylsilyloxy)-3-oxopentan-2-ylcarbamate). Yield: 86.0%. Reaction SMILES: [Si:1]([O:8][CH2:9][CH:10]([NH:17][C:18](=[O:24])[O:19][C:20]([CH3:23])([CH3:22])[CH3:21])[C:11](N(OC)C)=[O:12])([C:4]([CH3:7])([CH3:6])[CH3:5])([CH3:3])[CH3:2].[CH3:25][CH2:26][Mg+].[Br-]>C1COCC1>[Si:1]([O:8][CH2:9][CH:10]([NH:17][C:18](=[O:24])[O:19][C:20]([CH3:21])([CH3:22])[CH3:23])[C:11](=[O:12])[CH2:25][CH3:26])([C:4]([CH3:5])([CH3:6])[CH3:7])([CH3:2])[CH3:3] |f:1.2|. Reported procedure: tert-butyl 3-(tert-butyldimethylsilyloxy)-1-(methoxy(methyl)amino)-1-oxopropan-2-ylcarbamate (22a) (1.5 g, 4.0 mmol, 1.0 equiv.) was added to a 100 mL RBF followed by THF (33 mL). The mixture was cooled to 0° C. via an ice bath and a 1.0 M solution of EtMgBr in THF (12.0 mL, 12.0 mmol, 3.0 equiv.) was added over 10 min. The reaction stirred for 30 min at 0° C. and the ice bath was removed. The reaction stirred for an additional 1.0 h at rt. and was again cooled to 0° C. via an ice bath. Next, th... Starting materials: C(C)OC(C(=C(C1=C(C=CC=C1)C(F)(F)F)Br)Br)=O (α,β-Dibromo-2-trifluoromethylcinnamic acid ethyl ester), Cl.NO (hydroxylamine hydrochloride), [OH-].[Na+] (sodium hydroxide). Product: OC1=NOC(=C1)C1=C(C=CC=C1)C(F)(F)F (3-Hydroxy-5-(2-trifluoromethylphenyl)isoxazole). Yield: 74.5%. Reaction SMILES: C([O:3][C:4](=O)[C:5](Br)=[C:6](Br)[C:7]1[CH:12]=[CH:11][CH:10]=[CH:9][C:8]=1[C:13]([F:16])([F:15])[F:14])C.Cl.[NH2:21][OH:22].[OH-].[Na+]>>[OH:3][C:4]1[CH:5]=[C:6]([C:7]2[CH:12]=[CH:11][CH:10]=[CH:9][C:8]=2[C:13]([F:16])([F:15])[F:14])[O:22][N:21]=1 |f:1.2,3.4|. Reported procedure: α,β-Dibromo-2-trifluoromethylcinnamic acid ethyl ester (17.9 g), hydroxylamine hydrochloride (3.8 g) and sodium hydroxide (9.1 g) were subjected to reaction and post-treatment in a similar manner to that described in Reference example 10(c) to obtain the title compound (7.6 g, 76%) as colorless crystals.